This data is from the Open Reaction Database (ORD), a public repository of structured organic reaction records. The task is: describe an organic reaction: reactants, conditions, products, and yield Starting materials: CC1(C)OCC(CON)O1, CCN(C(C)C)C(C)C, O=C(O)c1cc(Cl)nnc1Nc1ccc(I)cc1F, ClCCl. Yields the product CC1(C)OCC(CONC(=O)c2cc(Cl)nnc2Nc2ccc(I)cc2F)O1. As a reaction SMILES: [CH3:20][C:21]1([CH3:29])[O:22][CH2:23][CH:24]([CH2:26][O:27][NH2:28])[O:25]1.[CH:30]([N:31]([CH:32]([CH3:33])[CH3:34])[CH2:35][CH3:36])([CH3:37])[CH3:38].[Cl:1][c:2]1[cH:3][c:4]([C:17](=[O:18])[OH:19])[c:5]([NH:8][c:9]2[c:10]([F:16])[cH:11][c:12]([I:15])[cH:13][cH:14]2)[n:6][n:7]1.[Cl:39][CH2:40][Cl:41]>>[Cl:1][c:2]1[cH:3][c:4]([C:17](=[O:19])[NH:28][O:27][CH2:26][CH:24]2[CH2:23][O:22][C:21]([CH3:20])([CH3:29])[O:25]2)[c:5]([NH:8][c:9]2[c:10]([F:16])[cH:11][c:12]([I:15])[cH:13][cH:14]2)[n:6][n:7]1. The reactants are CSC1=CC=C(C=C1)CC(CC)=O (1-(4-methylthiophenyl)-2-butanone), C(C1=CC=CC=C1)=O (benzaldehyde), N1CCCCC1 (piperidine). Solvent: C1(=CC=CC=C1)C (toluene). Yields the product CSC1=CC=C(C=C1)C(=CC1=CC=CC=C1)C(CC)=O (2-(4-methylthiophenyl)-1-phenyl-1-pentene-3-one). Yield: 61.2%. As a reaction SMILES: [CH3:1][S:2][C:3]1[CH:8]=[CH:7][C:6]([CH2:9][C:10](=[O:13])[CH2:11][CH3:12])=[CH:5][CH:4]=1.[CH:14](=O)[C:15]1[CH:20]=[CH:19][CH:18]=[CH:17][CH:16]=1.N1CCCCC1>C1(C)C=CC=CC=1>[CH3:1][S:2][C:3]1[CH:8]=[CH:7][C:6]([C:9]([C:10](=[O:13])[CH2:11][CH3:12])=[CH:14][C:15]2[CH:20]=[CH:19][CH:18]=[CH:17][CH:16]=2)=[CH:5][CH:4]=1. Procedure: A mixture of 1-(4-methylthiophenyl)-2-butanone from Step 2 (9.74 g, 50 mmol), benzaldehyde (5.85 g, 55 mmol) and piperidine (0.5 mL) in toluene (200 mL) was heated at reflux with a Dean-Stark trap for 16 hours. The mixture was cooled and solvent was removed in vacuo. The residue was partitioned between dichloromethane and water. The organic layer was washed successively with saturated ammonium chloride solution, water and brine, dried over magnesium sulfate, filtered and the filtrate was concent... Reactants: C(C)OC(=O)C1=CC=C(C=C1)N=COCC (Ethyl N-(4-ethoxycarbonylphenyl)formimidate), C(CCCCCCC)NC1=CC=CC=C1 (N-octylaniline). Run in C(C)O (ethanol). The product is C(C)OC(=O)C1=CC=C(C=C1)N=CN(C1=CC=CC=C1)CCCCCCCC (N'-(4-Ethoxycarbonylphenyl)-N-(n-octyl)-N-phenylformamidine). RXN SMILES: [CH2:1]([O:3][C:4]([C:6]1[CH:11]=[CH:10][C:9]([N:12]=[CH:13]OCC)=[CH:8][CH:7]=1)=[O:5])[CH3:2].[CH2:17]([NH:25][C:26]1[CH:31]=[CH:30][CH:29]=[CH:28][CH:27]=1)[CH2:18][CH2:19][CH2:20][CH2:21][CH2:22][CH2:23][CH3:24]>C(O)C>[CH2:1]([O:3][C:4]([C:6]1[CH:7]=[CH:8][C:9]([N:12]=[CH:13][N:25]([CH2:17][CH2:18][CH2:19][CH2:20][CH2:21][CH2:22][CH2:23][CH3:24])[C:26]2[CH:31]=[CH:30][CH:29]=[CH:28][CH:27]=2)=[CH:10][CH:11]=1)=[O:5])[CH3:2]. Reported procedure: Ethyl N-(4-ethoxycarbonylphenyl)formimidate (Example Ia) (6.6 g, 0.03 mol) and N-octylaniline (6.2 g, 0.03 mol) were heated at 180° until 1.7 ml of ethanol had been collected by distillation. The resulting pale yellow oil was flash distilled to yield the desired product, bp≈235° C. (0.05 mm). ##STR15## Starting materials: CN1C=CC=2C(CC(CC12)C1=CC=CC=C1)=O (1-methyl-6-phenyl-4,5,6,7-tetrahydroindol-4-one), C(=N)(N)NN.Cl (aminoguanidine hydrochloride), Cl (hydrochloric acid), O (water). Run in C(C)O (ethanol). Product: Cl.N(C(=N)N)N=C1C=2C=CN(C2CC(C1)C1=CC=CC=C1)C (4-guanidinoimino-1-methyl-6-phenyl-4,5,6,7-tetrahydroindole hydrochloride). Yield: 52.5%. RXN SMILES: [CH3:1][N:2]1[C:10]2[CH2:9][CH:8]([C:11]3[CH:16]=[CH:15][CH:14]=[CH:13][CH:12]=3)[CH2:7][C:6](=O)[C:5]=2[CH:4]=[CH:3]1.[C:18]([NH:21][NH2:22])([NH2:20])=[NH:19].[ClH:23].Cl.O>C(O)C>[ClH:23].[NH:21]([N:22]=[C:6]1[CH2:7][CH:8]([C:11]2[CH:16]=[CH:15][CH:14]=[CH:13][CH:12]=2)[CH2:9][C:10]2[N:2]([CH3:1])[CH:3]=[CH:4][C:5]1=2)[C:18]([NH2:20])=[NH:19] |f:1.2,6.7|. Procedure: A mixture of 1-methyl-6-phenyl-4,5,6,7-tetrahydroindol-4-one (0.50 g), aminoguanidine hydrochloride (0.26 g), concentrated hydrochloric acid (0.11 ml), water (0.11 ml) and ethanol (50 ml) was refluxed for 30 minutes. Under reduced pressure, the solvent was evaporated, and the residue was dissolved in water. The solution was washed with diethylether, and to the mixture was added 1N sodium hydroxide solution. The mixture was extracted with ethyl acetate, and the organic layer was dried with magnes... Product: CN1C(N(C(C=C1N1CCN(CC1)CCCOC1=C(C=CC(=C1)[N+](=O)[O-])OCC=C)=O)C)=O (1,3-dimethyl-6-{4-[3-(2-allyloxy-5-nitrophenyloxy)propyl]piperazin-1-yl}-2,4(1H,3H)-pyrimidinedione). The reactants are Cl.CN1C(N(C(C=C1N1CCN(CC1)CCCOC1=C(C=CC(=C1)[N+](=O)[O-])O)=O)C)=O (1,3-dimethyl-6-{4-[3-(2-hydroxy-5-nitrophenyloxy)propyl]piperazin-1-yl}-2,4(1H,3H)-pyrimidinedione hydrochloride), C([O-])([O-])=O.[K+].[K+] (potassium carbonate), O (water), Cl.CN1C(N(C(C=C1N1CCN(CC1)CCCOC1=C(C=CC(=C1)[N+](=O)[O-])O)=O)C)=O (1,3-dimethyl-6-{4-[3-(2-hydroxy-5-nitrophenyloxy)propyl]piperazin-1-yl}-2,4(1H,3H)-pyrimidinedione hydrochloride), C(C=C)Br (allyl bromide). The yield is 77.4%. Solvent: CC(=O)C (acetone). RXN SMILES: Cl.[CH3:2][N:3]1[C:8]([N:9]2[CH2:14][CH2:13][N:12]([CH2:15][CH2:16][CH2:17][O:18][C:19]3[CH:24]=[C:23]([N+:25]([O-:27])=[O:26])[CH:22]=[CH:21][C:20]=3[OH:28])[CH2:11][CH2:10]2)=[CH:7][C:6](=[O:29])[N:5]([CH3:30])[C:4]1=[O:31].[CH2:32](Br)[CH:33]=[CH2:34].C(=O)([O-])[O-].[K+].[K+].O>CC(C)=O>[CH3:2][N:3]1[C:8]([N:9]2[CH2:14][CH2:13][N:12]([CH2:15][CH2:16][CH2:17][O:18][C:19]3[CH:24]=[C:23]([N+:25]([O-:27])=[O:26])[CH:22]=[CH:21][C:20]=3[O:28][CH2:34][CH:33]=[CH2:32])[CH2:11][CH2:10]2)=[CH:7][C:6](=[O:29])[N:5]([CH3:30])[C:4]1=[O:31] |f:0.1,3.4.5|. Procedure details: 1 g of 1,3-dimethyl-6-{4-[3-(2-hydroxy-5-nitrophenyloxy)propyl]piperazin-1-yl}-2,4(1H,3H)-pyrimidinedione (Compound 145--free form), 0.31 g of allyl bromide and 0.36 g of potassium carbonate were suspended in 10 ml of dry acetone and heated under reflux for 5 hours. The reaction mixture was poured into 60 ml of water and then extracted three times with 30 ml portions of chloroform. The extract was washed first with a 0.5 N aqueous solution of sodium hydroxide and then with water. The chloroform ... Reactants: FC(F)(F)c1ccc(Cl)nc1, [H-], NCCc1ccc(O)cc1, [Na+], CN(C)C=O, O. Yields the product NCCc1ccc(Oc2ccc(C(F)(F)F)cn2)cc1. RXN SMILES: [Cl:13][c:14]1[n:15][cH:16][c:17]([C:20]([F:21])([F:22])[F:23])[cH:18][cH:19]1.[H-:1].[NH2:3][CH2:4][CH2:5][c:6]1[cH:7][cH:8][c:9]([OH:10])[cH:11][cH:12]1.[Na+:2].[O:25]=[CH:26][N:27]([CH3:28])[CH3:29].[OH2:24]>>[NH2:3][CH2:4][CH2:5][c:6]1[cH:7][cH:8][c:9]([O:10][c:14]2[n:15][cH:16][c:17]([C:20]([F:21])([F:22])[F:23])[cH:18][cH:19]2)[cH:11][cH:12]1.